This data is from the Open Reaction Database (ORD), a public repository of structured organic reaction records. The task is: describe an organic reaction: reactants, conditions, products, and yield Reactants: C(C)O (ethanol), C(C)(=O)N1[C@@]([C@@H]([C@@H](C1)OCC1=CC=CC=C1)OCC1=CC=CC=C1)(OCC1=CC=CC=C1)C ((2R,3R,4R)-1-acetyl-3,4-dibenzyloxy-2-benzyloxy-methylpyrrolidine), C(C1=CC=CC=C1)O[C@@H]1[C@H](NC[C@H]1OCC1=CC=CC=C1)COCC1=CC=CC=C1 ((2R,3R,4R)-3,4-dibenzyloxy-2-benzyloxymethylpyrrolidine), compound 9, C(C)(=O)N1[C@@]([C@@H]([C@@H](C1)OCC1=CC=CC=C1)OCC1=CC=CC=C1)(OCC1=CC=CC=C1)C ((2R,3R,4R)-1-acetyl-3,4-dibenzyloxy-2-benzyloxy-methylpyrrolidine), Cl (hydrochloric acid). Reagents/catalysts: [Pd] (Pd/C). Solvent: CO (methanol). Product: C(C)(=O)N1[C@@H]([C@H]([C@@H](C1)O)O)CO ((2R,3R,4R)-1-Acetyl-3,4-dihydroxy-2-hydroxymethylpyrrolidine), C(C)(=O)N1C(C(C(C1)O)O)CO (1-acetyl-3,4-dihydroxy-2-hydroxymethylpyrrolidine). Yield: 86.0%. Reaction SMILES: [C:1]([N:4]1[CH2:8][C@@H:7]([O:9]CC2C=CC=CC=2)[C@@H:6]([O:17]CC2C=CC=CC=2)[C@@:5]1([CH3:33])OCC1C=CC=CC=1)(=[O:3])[CH3:2].[CH2:34]([OH:36])[CH3:35].Cl.C([O:45][C@H:46]1[C@H:50]([O:51]CC2C=CC=CC=2)[CH2:49][NH:48][C@@H:47]1[CH2:59][O:60]CC1C=CC=CC=1)C1C=CC=CC=1>[Pd].CO>[C:1]([N:4]1[CH2:8][C@@H:7]([OH:9])[C@H:6]([OH:17])[C@H:5]1[CH2:33][OH:36])(=[O:3])[CH3:2].[C:34]([N:48]1[CH2:49][CH:50]([OH:51])[CH:46]([OH:45])[CH:47]1[CH2:59][OH:60])(=[O:36])[CH3:35]. Procedure details: The title compound was synthesized as described for compound 9 using (2R,3R,4R)-1-acetyl-3,4-dibenzyloxy-2-benzyloxy-methylpyrrolidine (Compound 12) (0.595 g, 1.3 mmol), ethanol (30 ml), methanol (10 ml), 10% Pd/C (0.10 g) and a catalytic amount of 1 M hydrochloric acid. Purification of the product on silica gel (Eluent: Ethyl acetate/methanol (1:1))afford-ed(2R,3R,4R)-1-acetyl-3,4-dihydroxy-2-hydroxymethylpyrrolidine(0.2 g, yield: 86%) as an oil. Starting materials: N1=C(C=CC=C1)NC1=C(C=CC=C1)N (N-(2-pyridyl)-o-phenylenediamine), C(C)(C)C1=CC=C(C=CC(=O)Cl)C=C1 (4-isopropylcinnamoyl chloride), C(C(=O)O)(=O)O (oxalic acid), N1=C(C=CC=C1)N1C(=NC2=C1C=CC=C2)\C=C\C2=CC=CC=C2 ((E)-1-(2-pyridyl)-2-styryl-1H-benzimidazole). Solvent: C(C)(=O)OCC (ethyl acetate). Product: C(C(=O)O)(=O)O.C(C)(C)C1=CC=C(/C=C/C2=NC3=C(N2C2=NC=CC=C2)C=CC=C3)C=C1 ((E)-4-Isopropylstyryl-1-(2-pyridyl)-1H-benzimidazole oxalate). RXN SMILES: [N:1]1[CH:6]=[CH:5][CH:4]=[CH:3][C:2]=1[NH:7][C:8]1[CH:13]=[CH:12][CH:11]=[CH:10][C:9]=1[NH2:14].[CH:15]([C:18]1[CH:28]=[CH:27][C:21]([CH:22]=[CH:23][C:24](Cl)=O)=[CH:20][CH:19]=1)([CH3:17])[CH3:16].N1C=CC=CC=1N1C2C=CC=CC=2N=C1/C=C/C1C=CC=CC=1.[C:52]([OH:57])(=[O:56])[C:53]([OH:55])=[O:54]>C(OCC)(=O)C>[C:52]([OH:57])(=[O:56])[C:53]([OH:55])=[O:54].[CH:15]([C:18]1[CH:19]=[CH:20][C:21](/[CH:22]=[CH:23]/[C:24]2[N:7]([C:2]3[CH:3]=[CH:4][CH:5]=[CH:6][N:1]=3)[C:8]3[CH:13]=[CH:12][CH:11]=[CH:10][C:9]=3[N:14]=2)=[CH:27][CH:28]=1)([CH3:17])[CH3:16] |f:5.6|. Procedure: Free base of the titled compound was prepared from N-(2-pyridyl)-o-phenylenediamine and 4-isopropylcinnamoyl chloride (Perkin, W. H. J. Chem. Soc., 1877, 31, 388) according to the preparation of (E)-1-(2-pyridyl)-2-styryl-1H-benzimidazole (Example 1, method A). The free base and oxalic acid were dissolved into ethyl acetate. Concentration and recrystallization from ethyl acetate/n-hexane yielded the titled compound. MW: 429.48; mp: 136.0-137.0° C.; 1H-NMR (DMSO) δ: 8.80-8.77 (1H, m), 8.19 (1H, t... Starting materials: CC(C)(C)OC(=O)N1CCOc2c(cccc2C(=O)O)C1, CCOC(C)=O, CCOC(C)=O, Cl. Yields the product Cl, O=C(O)c1cccc2c1OCCNC2. Reaction SMILES: [C:1]([O:2][C:3](=[O:4])[N:8]1[CH2:9][CH2:10][O:11][c:12]2[c:13]([cH:15][cH:16][cH:17][c:18]2[C:19](=[O:20])[OH:21])[CH2:14]1)([CH3:5])([CH3:6])[CH3:7].[C:22]([O:23][CH2:24][CH3:25])(=[O:26])[CH3:27].[CH3:29][CH2:30][O:31][C:32](=[O:33])[CH3:34].[ClH:28]>>[ClH:28].[NH:8]1[CH2:9][CH2:10][O:11][c:12]2[c:13]([cH:15][cH:16][cH:17][c:18]2[C:19](=[O:20])[OH:21])[CH2:14]1. The reactants are O (water), FC1=C(COC=2C=3N(C=CC2)C(=C(N3)C)C(=O)O)C(=CC=C1)F (8-[(2,6-difluorobenzyl)oxy]-2-methylimidazo[1,2-a]pyridine-3-carboxylic acid), NC(C(=O)OCC)(C)C=1C=NC=NC1 (ethyl 2-amino-2-(pyrimidin-5-yl)propanoate), ClC(=C(C)C)N(C)C (1-chloro-N,N,2-trimethylprop-1-en-1-amine). Solvent: ClCCl (dichloromethane), ClCCl (dichloromethane), C(C)N(CC)CC (triethylamine). Conditions: time 30 minute. Yields the product FC1=C(COC=2C=3N(C=CC2)C(=C(N3)C)C(=O)NC(C(=O)OCC)(C)C=3C=NC=NC3)C(=CC=C1)F (ethyl 2-[({8-[(2,6-difluorobenzyl)oxy]-2-methylimidazo[1,2-a]pyridin-3-yl}carbonyl)amino]-2-(pyrimidin-5-yl)propanoate). The yield is 23.7%. As a reaction SMILES: [F:1][C:2]1[CH:22]=[CH:21][CH:20]=[C:19]([F:23])[C:3]=1[CH2:4][O:5][C:6]1[C:7]2[N:8]([C:12]([C:16](O)=[O:17])=[C:13]([CH3:15])[N:14]=2)[CH:9]=[CH:10][CH:11]=1.ClC(N(C)C)=C(C)C.[NH2:32][C:33]([C:40]1[CH:41]=[N:42][CH:43]=[N:44][CH:45]=1)([CH3:39])[C:34]([O:36][CH2:37][CH3:38])=[O:35].O>ClCCl.C(N(CC)CC)C>[F:1][C:2]1[CH:22]=[CH:21][CH:20]=[C:19]([F:23])[C:3]=1[CH2:4][O:5][C:6]1[C:7]2[N:8]([C:12]([C:16]([NH:32][C:33]([C:40]3[CH:45]=[N:44][CH:43]=[N:42][CH:41]=3)([CH3:39])[C:34]([O:36][CH2:37][CH3:38])=[O:35])=[O:17])=[C:13]([CH3:15])[N:14]=2)[CH:9]=[CH:10][CH:11]=1. Reported procedure: To a mixture of 167 mg of 8-[(2,6-difluorobenzyl)oxy]-2-methylimidazo[1,2-a]pyridine-3-carboxylic acid and 1.5 ml of dichloromethane was added 90 μl of 1-chloro-N,N,2-trimethylprop-1-en-1-amine under ice-cooling, followed by stirring at room temperature for 30 minutes. A solution of 93 mg of ethyl 2-amino-2-(pyrimidin-5-yl)propanoate in 1.5 ml of dichloromethane and 0.15 ml of triethylamine were added thereto under ice-cooling, followed by stirring at room temperature for 2 hours. To the reactio... The reactants are C[O-].[Na+] (sodium methoxide), C(#N)\N=C(\N1C[C@@H]([C@H](CC1)C(=O)N1CCN(CC1)C1=C(C=C(C=C1)C#N)C)C(=O)OC)/N1CCCCC1 (methyl(3R,4S)-1-[(E)-(cyanoimino)(piperidin-1-yl)methyl]-4-[4-(4-cyano-2-methylphenyl)piperazin-1-yl]carbonylpiperidine-3-carboxylate), NO (hydroxylamine), Cl.NO (hydroxylamine hydrochloride). Solvent: CO (methanol), CO (methanol), CO (methanol), CO (methanol), CO (methanol). Conditions: temperature 55 celsius, time 2 hour. Yields the product C(#N)\N=C(\N1C[C@@H]([C@H](CC1)C(=O)N1CCN(CC1)C1=C(C=C(C=C1)C#N)C)C(=O)NO)/N1CCCCC1 ((3R,4S)-1-[(E)-(cyanoimino)(piperidin-1-yl)methyl]-4-[4-(4-cyano-2-methylphenyl)piperazin-1-yl]carbonyl-N-hydroxypiperidine-3-carboxamide). Reaction SMILES: Cl.[NH2:2][OH:3].C[O-].[Na+].[C:7](/[N:9]=[C:10](\[N:38]1[CH2:43][CH2:42][CH2:41][CH2:40][CH2:39]1)/[N:11]1[CH2:16][CH2:15][C@H:14]([C:17]([N:19]2[CH2:24][CH2:23][N:22]([C:25]3[CH:30]=[CH:29][C:28]([C:31]#[N:32])=[CH:27][C:26]=3[CH3:33])[CH2:21][CH2:20]2)=[O:18])[C@@H:13]([C:34](OC)=[O:35])[CH2:12]1)#[N:8].NO>CO>[C:7](/[N:9]=[C:10](\[N:38]1[CH2:39][CH2:40][CH2:41][CH2:42][CH2:43]1)/[N:11]1[CH2:16][CH2:15][C@H:14]([C:17]([N:19]2[CH2:20][CH2:21][N:22]([C:25]3[CH:30]=[CH:29][C:28]([C:31]#[N:32])=[CH:27][C:26]=3[CH3:33])[CH2:23][CH2:24]2)=[O:18])[C@@H:13]([C:34]([NH:2][OH:3])=[O:35])[CH2:12]1)#[N:8] |f:0.1,2.3|. Procedure details: To a stirred suspension of hydroxylamine hydrochloride (1.56573 g, 0.0223062 mol) in anhydrous methanol (6.0 mL) at rt was added 4.37 M of sodium methoxide in methanol (7.64 mL). The reaction mixture was heated at 55° C. for 5 min, cooled to rt, then to 0° C. Filtration afforded a clear solution assumed to be ca. 1.50 M in methanol. To a stirred solution of methyl(3R,4S)-1-[(E)-(cyanoimino)(piperidin-1-yl)methyl]-4-[4-(4-cyano-2-methylphenyl)piperazin-1-yl]carbonylpiperidine-3-carboxylate (53.30... The reactants are FC1=CC=C(C=C1)SC1=CC=C(N)C=C1 (4-(4-fluorophenyl)sulfanylaniline), O.O.[Sn](Cl)Cl (tin (II) chloride dihydrate), N(=O)[O-].[Na+] (sodium nitrite). Solvent: Cl (hydrochloric acid), Cl (hydrochloric acid), O (water). Conditions: temperature 0 celsius, time 15 minute. Product: Cl.FC1=CC=C(C=C1)SC1=CC=C(C=C1)NN ([4-(4-fluorophenyl)sulfanylphenyl]hydrazine hydrochloride). The yield is 100.0%. RXN SMILES: [N:1]([O-])=O.[Na+].[F:5][C:6]1[CH:11]=[CH:10][C:9]([S:12][C:13]2[CH:19]=[CH:18][C:16]([NH2:17])=[CH:15][CH:14]=2)=[CH:8][CH:7]=1.O.O.[Sn](Cl)[Cl:23]>O.Cl>[ClH:23].[F:5][C:6]1[CH:11]=[CH:10][C:9]([S:12][C:13]2[CH:19]=[CH:18][C:16]([NH:17][NH2:1])=[CH:15][CH:14]=2)=[CH:8][CH:7]=1 |f:0.1,3.4.5,8.9|. Reported procedure: A solution of sodium nitrite (5.90 g, 86 mmol) in water (110 mL) is added drop wise to a pre-cooled (−10° C.) slurry of 4-(4-fluorophenyl)sulfanylaniline (14.39 g, 66 mmol) in concentrated hydrochloric acid (250 mL). The resulting mixture is stirred at 0° C. for 15 min and then at room temperature for 30 min. The temperature is lowered to −5° C. and a solution of tin (II) chloride dihydrate (44.4 g, 197 mmol) in concentrated hydrochloric acid (170 mL) is added drop wise. The resulting suspension... Reactants: CC(=O)O[BH-](OC(C)=O)OC(C)=O, CCNc1cc(OC)ccc1C1CCc2cc(OC(=O)C(C)(C)C)ccc2C1, CN1C2CCC1CC(Oc1ccc(C=O)cc1)C2, CC(=O)O, ClCCCl, N, [Na+], C1CCOC1. Yields the product CCN(Cc1ccc(OC2CC3CCC(C2)N3C)cc1)c1cc(OC)ccc1C1CCc2cc(OC(=O)C(C)(C)C)ccc2C1. RXN SMILES: [C:47]([O:48][BH-:49]([O:50][C:51](=[O:52])[CH3:53])[O:54][C:55](=[O:56])[CH3:57])(=[O:58])[CH3:59].[CH2:1]([CH3:2])[NH:3][c:4]1[c:5]([CH:12]2[CH2:13][c:14]3[cH:15][cH:16][c:17]([O:22][C:23]([C:24]([CH3:25])([CH3:26])[CH3:27])=[O:28])[cH:18][c:19]3[CH2:20][CH2:21]2)[cH:6][cH:7][c:8]([O:10][CH3:11])[cH:9]1.[CH3:29][N:30]1[CH:31]2[CH2:32][CH:33]([O:38][c:39]3[cH:40][cH:41][c:42]([CH:43]=[O:44])[cH:45][cH:46]3)[CH2:34][CH:35]1[CH2:36][CH2:37]2.[CH3:71][C:72](=[O:73])[OH:74].[Cl:62][CH2:63][CH2:64][Cl:65].[NH3:61].[Na+:60].[O:66]1[CH2:67][CH2:68][CH2:69][CH2:70]1>>[CH2:1]([CH3:2])[N:3]([c:4]1[c:5]([CH:12]2[CH2:13][c:14]3[cH:15][cH:16][c:17]([O:22][C:23]([C:24]([CH3:25])([CH3:26])[CH3:27])=[O:28])[cH:18][c:19]3[CH2:20][CH2:21]2)[cH:6][cH:7][c:8]([O:10][CH3:11])[cH:9]1)[CH2:43][c:42]1[cH:41][cH:40][c:39]([O:38][CH:33]2[CH2:32][CH:31]3[N:30]([CH3:29])[CH:35]([CH2:34]2)[CH2:36][CH2:37]3)[cH:46][cH:45]1.